Dataset: the Open Reaction Database (ORD), a public repository of structured organic reaction records. Task: describe an organic reaction: reactants, conditions, products, and yield Starting materials: Cc1ccc(-c2cn(C3CCN(C(=O)OC(C)(C)C)CC3)c(=O)[nH]2)cc1, ClCCl, O=C(O)C(F)(F)F. The product is Cc1ccc(-c2cn(C3CCNCC3)c(=O)[nH]2)cc1. As a reaction SMILES: [CH3:8][c:9]1[cH:10][cH:11][c:12](-[c:15]2[nH:16][c:17](=[O:33])[n:18]([CH:20]3[CH2:21][CH2:22][N:23]([C:26]([O:27][C:28]([CH3:29])([CH3:30])[CH3:31])=[O:32])[CH2:24][CH2:25]3)[cH:19]2)[cH:13][cH:14]1.[Cl:34][CH2:35][Cl:36].[OH:1][C:2]([C:3]([F:4])([F:5])[F:6])=[O:7]>>[CH3:8][c:9]1[cH:10][cH:11][c:12](-[c:15]2[nH:16][c:17](=[O:33])[n:18]([CH:20]3[CH2:21][CH2:22][NH:23][CH2:24][CH2:25]3)[cH:19]2)[cH:13][cH:14]1.